This data is from the Open Reaction Database (ORD), a public repository of structured organic reaction records. The task is: describe an organic reaction: reactants, conditions, products, and yield The reactants are C(C)(=O)OC(C)=O (acetic anhydride), COC(CC(OC)OC)OC (1,1,3,3-tetramethoxypropane), FC(SCC#N)(F)F (trifluoromethylthioacetonitrile). Reaction conditions: temperature 25 celsius, time 18 hour. Reagents/catalysts: [Cl-].[Cl-].[Zn+2] (ZnCl2). Product: C(#N)C(=CC=COC)SC(F)(F)F (1-cyano-1-trifluoromethylthio-4-methoxy-1,3-butadiene). Reaction SMILES: C(OC(=O)C)(=O)C.[CH3:8][O:9][CH:10](OC)[CH2:11][CH:12](OC)OC.[F:19][C:20]([F:26])([F:25])[S:21][CH2:22][C:23]#[N:24]>[Cl-].[Cl-].[Zn+2]>[C:23]([C:22]([S:21][C:20]([F:26])([F:25])[F:19])=[CH:12][CH:11]=[CH:10][O:9][CH3:8])#[N:24] |f:3.4.5|. Reported procedure: A solution of acetic anhydride (52 mL), 1,1,3,3-tetramethoxypropane (26.4 g, 0.16 mL), trifluoromethylthioacetonitrile (14.5 g, 0.1 mol) and ZnCl2 (1 g) was heated at reflux. After 18 hours, the mixture was distilled up to 100° at atmospheric pressure. The residue was then cooled to 25° C. and filtered. The clear solution was distilled to yield 3.5 g of 4-cyano-4-trifluoromethylthio-3-butenealdehydedimethylacetal (bp 65°-93° C. at 18 mm) and 5.3 g of 1-cyano-1-trifluoromethylthio-4-methoxy-1,3-b... Yield: 25.3%. The reactants are ClC1=C(C(=O)N)C=CC(=N1)Cl (2,6-dichloro-nicotinamide), CN (methylamine), ClC1=C(C(=O)N)C=CC(=N1)Cl (2,6-dichloro-nicotinamide). Run in CN(C=O)C (dimethylformamide), O (water). Run at temperature 60 celsius. Product: ClC1=NC(=C(C(=O)N)C=C1)NC (6-Chloro-2-methylamino-nicotinamide). Reaction SMILES: Cl[C:2]1[N:10]=[C:9]([Cl:11])[CH:8]=[CH:7][C:3]=1[C:4]([NH2:6])=[O:5].[CH3:12][NH2:13]>CN(C)C=O.O>[Cl:11][C:9]1[CH:8]=[CH:7][C:3]([C:4]([NH2:6])=[O:5])=[C:2]([NH:13][CH3:12])[N:10]=1. Procedure: Refer to synthesis of D46 for preparation of 2,6-dichloro-nicotinamide (1). A sealed reaction vessel containing 2,6-dichloro-nicotinamide (1) (6.23 g, 32.6 mmol) and methylamine (98 mL of 2M in THF, 196 mmol) in anhydrous dimethylformamide (60 mL) was heated to 60° C. for 4 h. The reaction was then cooled to room temperature and diluted with water (800 mL) and extracted with ethyl acetate (4×600 mL). All organics were combined, dried over Na2SO4, filtered and concentrated to give a light orange ...